The task is: describe an organic reaction: reactants, conditions, products, and yield. This data is from the Open Reaction Database (ORD), a public repository of structured organic reaction records. Reactants: CCCCCCC1(C)OCCO1, O=P(O)(O)O, [Pd]. Yields the product CCCCCCC(C)OCCO. RXN SMILES: [CH2:1]([CH2:2][CH2:3][CH2:4][CH2:5][CH3:6])[C:7]1([CH3:12])[O:8][CH2:9][CH2:10][O:11]1.[P:13](=[O:14])([OH:15])([OH:16])[OH:17].[Pd:18]>>[CH2:1]([CH2:2][CH2:3][CH2:4][CH2:5][CH3:6])[CH:7]([O:8][CH2:9][CH2:10][OH:11])[CH3:12].